From a dataset of the Open Reaction Database (ORD), a public repository of structured organic reaction records. describe an organic reaction: reactants, conditions, products, and yield The reactants are O (water), ClC1=CC(=C(C(=C1)NCCOCCO)[N+](=O)[O-])NCCOCCO (4-chloro-2-(β-hydroxyethoxyethyl)amino-6-(β-hydroxyethoxyethyl)aminonitrobenzene), C(C)(=O)O (acetic acid), C(=O)O (formic acid). Reagents/catalysts: [Pd] (palladium). The solvent is C(C)N(CC)CC (triethylamine). The product is OCCOCCNC1=C(C(=CC=C1)NCCOCCO)[N+](=O)[O-] (2-(β-hydroxyethoxyethyl)amino-6-(β-hydroxyethoxyethyl)aminonitrobenzene). RXN SMILES: Cl[C:2]1[CH:7]=[C:6]([NH:8][CH2:9][CH2:10][O:11][CH2:12][CH2:13][OH:14])[C:5]([N+:15]([O-:17])=[O:16])=[C:4]([NH:18][CH2:19][CH2:20][O:21][CH2:22][CH2:23][OH:24])[CH:3]=1.C(O)(=O)C.C(O)=O.O>C(N(CC)CC)C.[Pd]>[OH:24][CH2:23][CH2:22][O:21][CH2:20][CH2:19][NH:18][C:4]1[CH:3]=[CH:2][CH:7]=[C:6]([NH:8][CH2:9][CH2:10][O:11][CH2:12][CH2:13][OH:14])[C:5]=1[N+:15]([O-:17])=[O:16]. Procedure details: 300 mg of palladium at a concentration of 10% on calcium carbonate are added to 0.015 mole (5.45 g) of 4-chloro-2-(β-hydroxyethoxyethyl)amino-6-(β-hydroxyethoxyethyl)aminonitrobenzene in 11 ml of triethylamine. 1.1 ml of acetic acid and 2.05 ml of formic acid are then run in dropwise. When the additions have been completed the reaction mixture is heated under reflux for 30 minutes. 10 ml of water are added. The reaction mixture diluted in this manner is filtered hot to remove the catalyst. The f... Reactants: ClC=1C=CC(=C(C1)C1CN(C=C1)C(=O)OC(C)(C)C)F (tert-butyl 3-(5-chloro-2-fluorophenyl)-2,3-dihydro-1H-pyrrole-1-carboxylate), C(C)(C)(C)[Si](C)(C)OC1=CC(=CC=C1)I (tert-butyl(3-iodophenoxy)dimethylsilane), C(CCC)N(CCCC)CCCC (tributylamine), C1(=CC=CC=C1)[As](C1=CC=CC=C1)C1=CC=CC=C1 (triphenylarsine). The reagents and catalysts are C(C)(=O)[O-].[Pd+2].C(C)(=O)[O-] (palladium acetate). Solvent: CN(C)C=O (DMF). Reaction conditions: temperature 65 celsius. The product is [Si](C)(C)(C(C)(C)C)OC=1C=C(C=CC1)C1N(CC(=C1)C1=C(C=CC(=C1)Cl)F)C(=O)OC(C)(C)C (tert-butyl 2-(3-{[tert-butyl(dimethyl)silyl]oxy}phenyl)-4-(5-chloro-2-fluorophenyl)-2,5-dihydro-1H-pyrrole-1-carboxylate). As a reaction SMILES: [Cl:1][C:2]1[CH:3]=[CH:4][C:5]([F:20])=[C:6]([CH:8]2[CH:12]=[CH:11][N:10]([C:13]([O:15][C:16]([CH3:19])([CH3:18])[CH3:17])=[O:14])[CH2:9]2)[CH:7]=1.[C:21]([Si:25]([O:28][C:29]1[CH:34]=[CH:33][CH:32]=[C:31](I)[CH:30]=1)([CH3:27])[CH3:26])([CH3:24])([CH3:23])[CH3:22].C(N(CCCC)CCCC)CCC.C1([As](C2C=CC=CC=2)C2C=CC=CC=2)C=CC=CC=1>CN(C=O)C.C([O-])(=O)C.[Pd+2].C([O-])(=O)C>[Si:25]([O:28][C:29]1[CH:34]=[C:33]([CH:11]2[CH:12]=[C:8]([C:6]3[CH:7]=[C:2]([Cl:1])[CH:3]=[CH:4][C:5]=3[F:20])[CH2:9][N:10]2[C:13]([O:15][C:16]([CH3:17])([CH3:19])[CH3:18])=[O:14])[CH:32]=[CH:31][CH:30]=1)([C:21]([CH3:24])([CH3:23])[CH3:22])([CH3:27])[CH3:26] |f:5.6.7|. Procedure: A deoxygenated mixture of tert-butyl 3-(5-chloro-2-fluorophenyl)-2,3-dihydro-1H-pyrrole-1-carboxylate (17-1, 1.100 g, 3.69 mmol, 1 equiv), tert-butyl(3-iodophenoxy)dimethylsilane (1.85 g, 5.54 mmol, 1.50 equiv), tributylamine (1.76 mL, 7.39 mmol, 2.00 equiv), triphenylarsine (0.453 g, 1.48 mmol, 0.400 equiv), and palladium acetate (0.166 g, 0.739 mmol, 0.200 equiv) in DMF (10 mL) was heated at 65° C. for 20 hours. The reaction mixture was partitioned between water (100 mL) and ethyl acetate (2×8... RXN SMILES: [Br:1][C:2]1[S:3][C:4]([C:15]([NH2:17])=[O:16])=[C:5]([CH2:7][C:8]2[CH:13]=[CH:12][C:11]([Cl:14])=[CH:10][CH:9]=2)[N:6]=1.C1(C)C=CC=CC=1.CO[CH:27](OC)[N:28]([CH3:30])[CH3:29]>>[Br:1][C:2]1[S:3][C:4]([C:15](/[N:17]=[CH:27]\[N:28]([CH3:30])[CH3:29])=[O:16])=[C:5]([CH2:7][C:8]2[CH:9]=[CH:10][C:11]([Cl:14])=[CH:12][CH:13]=2)[N:6]=1. Run at temperature 50 celsius, time 2 hour. Reactants: BrC=1SC(=C(N1)CC1=CC=C(C=C1)Cl)C(=O)N (2-bromo-4-(4-chlorobenzyl)-1,3-thiazole-5-carboxamide), C1(=CC=CC=C1)C (toluene), COC(N(C)C)OC (1,1-dimethoxy-N,N-dimethylmethanamine). Procedure details: In a 250 mL round bottomed flask were placed 2-bromo-4-(4-chlorobenzyl)-1,3-thiazole-5-carboxamide (0.66 g, 2.0 mmol) and toluene (30 mL, 300 mmol). The mixture was turned into a suspension by ultrasonication. To the suspension was added 1,1-dimethoxy-N,N-dimethylmethanamine (80 uL, 6.0 mmol) and the mixture was stirred for 2 h at 50° C. The mixture was allowed to cool to rt then was concentrated under reduced pressure. The residue was used in the next step without further purification. LC/MS (F... Yields the product BrC=1SC(=C(N1)CC1=CC=C(C=C1)Cl)C(=O)\N=C/N(C)C ((Z)-2-bromo-4-(4-chlorobenzyl)-N-((dimethylamino)methylene)thiazole-5-carboxamide). Reactants: CNCCO (2-(methylamino)ethanol), [H-].[Na+] (NaH), ClC1=CC=C(C=N1)C(=C(CC)C=1C=CC2=C(CCO2)C1)C1=CC=C(C=C1)O (4-(1-(6-Chloropyridin-3-yl)-2-(2,3-dihydrobenzofuran-5-yl)but-1-enyl)phenol). The solvent is C1CCOC1 (THF). Run at time 1 hour. Product: O1CCC2=C1C=CC(=C2)C(=C(C=2C=NC(=CC2)OCCNC)C2=CC=C(C=C2)O)CC (4-(2-(2,3-dihydrobenzofuran-5-yl)-1-(6-(2-(methylamino)-ethoxy)pyridin-3-yl)but-1-enyl)phenol). Yield: 40.6%. As a reaction SMILES: [CH3:1][NH:2][CH2:3][CH2:4][OH:5].[H-].[Na+].Cl[C:9]1[N:14]=[CH:13][C:12]([C:15]([C:28]2[CH:33]=[CH:32][C:31]([OH:34])=[CH:30][CH:29]=2)=[C:16]([C:19]2[CH:20]=[CH:21][C:22]3[O:26][CH2:25][CH2:24][C:23]=3[CH:27]=2)[CH2:17][CH3:18])=[CH:11][CH:10]=1>C1COCC1>[O:26]1[C:22]2[CH:21]=[CH:20][C:19]([C:16]([CH2:17][CH3:18])=[C:15]([C:28]3[CH:29]=[CH:30][C:31]([OH:34])=[CH:32][CH:33]=3)[C:12]3[CH:13]=[N:14][C:9]([O:5][CH2:4][CH2:3][NH:2][CH3:1])=[CH:10][CH:11]=3)=[CH:27][C:23]=2[CH2:24][CH2:25]1 |f:1.2|. Procedure: To a stirred solution of 2-(methylamino)ethanol (875 mg, 10 eq) in 20 mL anhydrous THF was added NaH (373 mg, 8.0 eq) at 0° C., and the mixture was stirred at rt for 1 h, 4-(1-(6-Chloropyridin-3-yl)-2-(2,3-dihydrobenzofuran-5-yl)but-1-enyl)phenol (440 mg, 1.0 eq) was added. The mixture was refluxed for 16 h, cooled, quenched with sat. NH4Cl, and extracted with CH2Cl2. The extract was dried, concentrated, and purified by column chromatography to give the desired product (197 mg, 41%). 1H NMR (400... The reactants are ClC=1C2=C(N=CN1)N(C=C2I)COCC[Si](C)(C)C (4-Chloro-5-iodo-7-((2-(trimethylsilyl)ethoxy)methyl)-7H-pyrrolo[2,3-d]pyrimidine), COC1=C(C=CC=C1)S (2-methoxybenzenethiol), C([O-])([O-])=O.[K+].[K+] (potassium carbonate). Reagents/catalysts: [Cu]I (copper(I) iodide). Solvent: CN(C=O)C (dimethylformamide). Conditions: temperature 50 celsius. Yields the product ClC=1C2=C(N=CN1)NC=C2SC2=C(C=CC=C2)OC (4-Chloro-5-((2-methoxyphenyl)thio)-7H-pyrrolo[2,3-d]pyrimidine). Yield: 87.6%. Reaction SMILES: [Cl:1][C:2]1[C:3]2[C:10](I)=[CH:9][N:8](COCC[Si](C)(C)C)[C:4]=2[N:5]=[CH:6][N:7]=1.[CH3:20][O:21][C:22]1[CH:27]=[CH:26][CH:25]=[CH:24][C:23]=1[SH:28].C(=O)([O-])[O-].[K+].[K+]>CN(C)C=O.[Cu]I>[Cl:1][C:2]1[C:3]2[C:10]([S:28][C:23]3[CH:24]=[CH:25][CH:26]=[CH:27][C:22]=3[O:21][CH3:20])=[CH:9][NH:8][C:4]=2[N:5]=[CH:6][N:7]=1 |f:2.3.4|. Reported procedure: 4-Chloro-5-iodo-7-((2-(trimethylsilyl)ethoxy)methyl)-7H-pyrrolo[2,3-d]pyrimidine (110 mg, 0.27 mmol) was treated with 2-methoxybenzenethiol (49 μl, 0.40 mmol), copper(I) iodide (77 mg, 0.40 mmol) and potassium carbonate (74 mg, 0.54 mmol) in 2.2 mL dimethylformamide according to the method described in Preparation 86 but heating the reaction mixture at 50° C. overnight. The residue was purified using SP1® Purification System (0% to 15%, hexane-ethyl acetate) to give 69 mg (60% yield) of the titl... Reactants: CC(C)(C)C(=O)Cl, CCOC(C)=O, Cl, Nc1c(O)cc(Br)cc1C(=O)O, c1ccncc1, c1ccccc1. Product: CC(C)(C)C(=O)Nc1c(O)cc(Br)cc1C(=O)O. As a reaction SMILES: [C:19]([C:20]([CH3:21])([CH3:22])[CH3:23])(=[O:24])[Cl:25].[CH3:33][CH2:34][O:35][C:36](=[O:37])[CH3:38].[ClH:26].[NH2:1][c:2]1[c:3]([C:4](=[O:5])[OH:6])[cH:7][c:8]([Br:12])[cH:9][c:10]1[OH:11].[cH:13]1[cH:14][cH:15][n:16][cH:17][cH:18]1.[cH:27]1[cH:28][cH:29][cH:30][cH:31][cH:32]1>>[NH:1]([c:2]1[c:3]([C:4](=[O:5])[OH:6])[cH:7][c:8]([Br:12])[cH:9][c:10]1[OH:11])[C:19]([C:20]([CH3:21])([CH3:22])[CH3:23])=[O:24]. Starting materials: C(C)(C)(C)OC(=O)C1=C(C=C(CN2CC=3C(=NC=CC3C2=O)C(=O)OC2=CC=CC=C2)C=C1)C (phenyl 2-(4-(tert-butoxycarbonyl)-3-methylbenzyl)-1-oxo-2,3-dihydro-1H-pyrrolo[3,4-c]pyridine-4-carboxylate), C(C)N (ethylamine). Product: C(C)NC(=O)C1=NC=CC2=C1CN(C2=O)CC2=CC(=C(C(=O)OC(C)(C)C)C=C2)C (tert-butyl 4-((4-(ethylcarbamoyl)-1-oxo-1H-pyrrolo[3,4-c]pyridin-2(3H)-yl)methyl)-2-methylbenzoate). Yield: 99.0%. RXN SMILES: [C:1]([O:5][C:6]([C:8]1[CH:33]=[CH:32][C:11]([CH2:12][N:13]2[C:21](=[O:22])[C:20]3[CH:19]=[CH:18][N:17]=[C:16]([C:23]([O:25]C4C=CC=CC=4)=O)[C:15]=3[CH2:14]2)=[CH:10][C:9]=1[CH3:34])=[O:7])([CH3:4])([CH3:3])[CH3:2].[CH2:35]([NH2:37])[CH3:36]>>[CH2:35]([NH:37][C:23]([C:16]1[C:15]2[CH2:14][N:13]([CH2:12][C:11]3[CH:32]=[CH:33][C:8]([C:6]([O:5][C:1]([CH3:4])([CH3:3])[CH3:2])=[O:7])=[C:9]([CH3:34])[CH:10]=3)[C:21](=[O:22])[C:20]=2[CH:19]=[CH:18][N:17]=1)=[O:25])[CH3:36]. Reported procedure: The title compound is prepared in >99% yield (260 mg, pale brown solid) from phenyl 2-(4-(tert-butoxycarbonyl)-3-methylbenzyl)-1-oxo-2,3-dihydro-1H-pyrrolo[3,4-c]pyridine-4-carboxylate (270 mg, 0.59 mmol, Step-2) and ethylamine (0.14 mL, 1.8 mmol, 70% aqueous solution) in a similar manner to Example-435 (Method-G). Reported procedure: 0.50 mg (3.1 mmol) isoquinolin-4-yl-methanol, 75 mg platinum dioxide and 3.2 mL 1N hydrochloric acid solution were hydrogenated in 50 mL methanol for 4 h at RT under a hydrogen atmosphere at 50 psi. The reaction mixture was filtered and the filtrate was concentrated to dryness by rotary evaporation. The product is C1NCC(C2=CC=CC=C12)CO ((1,2,3,4-tetrahydro-isoquinolin-4-yl)-methanol). Solvent: CO (methanol). The reagents and catalysts are [Pt](=O)=O (platinum dioxide). Starting materials: C1=NC=C(C2=CC=CC=C12)CO (isoquinolin-4-yl-methanol), Cl (hydrochloric acid). As a reaction SMILES: [CH:1]1[C:10]2[C:5](=[CH:6][CH:7]=[CH:8][CH:9]=2)[C:4]([CH2:11][OH:12])=[CH:3][N:2]=1.Cl>CO.[Pt](=O)=O>[CH2:1]1[C:10]2[C:5](=[CH:6][CH:7]=[CH:8][CH:9]=2)[CH:4]([CH2:11][OH:12])[CH2:3][NH:2]1. Reactants: [Si](C)(C)(C(C)(C)C)O[C@@H]1C=2C3=C(C(=NC2CC(C1)(C)C)C(C)C)[C@H](OC31C(COCC1)I)C1=NC=C(C=C1F)C(F)(F)F ((3S,9S)-9-(tert-butyldimethylsilyloxy)-3-(3-fluoro-5-(trifluoromethyl)pyridin-2-yl)-3′-iodo-4-isopropyl-7,7-dimethyl-2′,3′,5′,6,6′,7,8,9-octahydro-3H-spiro[furo[3,4-c]quinoline-1,4′-pyran]). The reagents and catalysts are [OH-].[OH-].[Pd+2] (palladiumhydroxide on charcoal). Product: [Si](C)(C)(C(C)(C)C)O[C@@H]1C=2C3=C(C(=NC2CC(C1)(C)C)C(C)C)[C@H](OC31CCOCC1)C1=NC=C(C=C1F)C(F)(F)F ((3S,9S)-9-(tert-butyldimethylsilyloxy)-3-(3-fluoro-5-(trifluoromethyl)pyridin-2-yl)-4-isopropyl-7,7-dimethyl-2′,3′,5′,6,6′,7,8,9-octahydro-3H-spiro[furo[3,4-c]quinoline-1,4′-pyran]). Reaction SMILES: [Si:1]([O:8][C@H:9]1[CH2:18][C:17]([CH3:20])([CH3:19])[CH2:16][C:15]2[N:14]=[C:13]([CH:21]([CH3:23])[CH3:22])[C:12]3[C@@H:24]([C:33]4[C:38]([F:39])=[CH:37][C:36]([C:40]([F:43])([F:42])[F:41])=[CH:35][N:34]=4)[O:25][C:26]4([CH2:31][CH2:30][O:29][CH2:28][CH:27]4I)[C:11]=3[C:10]1=2)([C:4]([CH3:7])([CH3:6])[CH3:5])([CH3:3])[CH3:2]>[OH-].[OH-].[Pd+2]>[Si:1]([O:8][C@H:9]1[CH2:18][C:17]([CH3:19])([CH3:20])[CH2:16][C:15]2[N:14]=[C:13]([CH:21]([CH3:23])[CH3:22])[C:12]3[C@@H:24]([C:33]4[C:38]([F:39])=[CH:37][C:36]([C:40]([F:42])([F:43])[F:41])=[CH:35][N:34]=4)[O:25][C:26]4([CH2:31][CH2:30][O:29][CH2:28][CH2:27]4)[C:11]=3[C:10]1=2)([C:4]([CH3:7])([CH3:6])[CH3:5])([CH3:2])[CH3:3] |f:1.2.3|. Reported procedure: Obtained by starting from (3S,9S)-9-(tert-butyldimethylsilyloxy)-3-(3-fluoro-5-(trifluoromethyl)pyridin-2-yl)-3′-iodo-4-isopropyl-7,7-dimethyl-2′,3′,5′,6,6′,7,8,9-octahydro-3H-spiro[furo[3,4-c]quinoline-1,4′-pyran]. 10% palladiumhydroxide on charcoal is used instead of 10% palladium on charcoal. The reactants are FC=1C(=C(C(=O)NOCCO)C=C(C1F)C=O)NC1=C(C=C(C=C1)I)F (3,4-difluoro-2-(2-fluoro-4-iodo-phenylamino)-5-formyl-N-(2-hydroxy-ethoxy)-benzamide), CSCCCON (O-(3-Methylsulfanyl-propyl)-hydroxylamine). Solvent: C(Cl)Cl (methylene chloride), CO (methanol). Run at time 3 hour. The product is FC=1C(=C(C(=O)NOCCO)C=C(C1F)/C=N/OCCCSC)NC1=C(C=C(C=C1)I)F ((E)-3,4-difluoro-2-(2-fluoro-4-iodo-phenylamino)-N-(2-hydroxy-ethoxy)-5-[(3-methylsulfanyl-propoxyimino)-methyl]-benzamide). The yield is 96.0%. RXN SMILES: [F:1][C:2]1[C:3]([NH:18][C:19]2[CH:24]=[CH:23][C:22]([I:25])=[CH:21][C:20]=2[F:26])=[C:4]([CH:12]=[C:13]([CH:16]=O)[C:14]=1[F:15])[C:5]([NH:7][O:8][CH2:9][CH2:10][OH:11])=[O:6].[CH3:27][S:28][CH2:29][CH2:30][CH2:31][O:32][NH2:33]>C(Cl)Cl.CO>[F:1][C:2]1[C:3]([NH:18][C:19]2[CH:24]=[CH:23][C:22]([I:25])=[CH:21][C:20]=2[F:26])=[C:4]([CH:12]=[C:13](/[CH:16]=[N:33]/[O:32][CH2:31][CH2:30][CH2:29][S:28][CH3:27])[C:14]=1[F:15])[C:5]([NH:7][O:8][CH2:9][CH2:10][OH:11])=[O:6]. Reported procedure: The title compound was obtained by a procedure similar to that in Step B of Example 9 using 3,4-difluoro-2-(2-fluoro-4-iodo-phenylamino)-5-formyl-N-(2-hydroxy-ethoxy)-benzamide obtained in Step F of Example 1 as a starting material and O-(3-methylsulfanyl-propyl)-hydroxylamine obtained in Step B as a reagent. Namely, 3,4-difluoro-2-(2-fluoro-4-iodo-phenylamino)-5-formyl-N-(2-hydroxy-ethoxy)-benzamide (76 mg, 0.158 mmol) was dissolved in a mixed solvent of methylene chloride (5 mL) and methanol (...